Dataset: the Open Reaction Database (ORD), a public repository of structured organic reaction records. Task: describe an organic reaction: reactants, conditions, products, and yield Starting materials: C(C)(C)(C)OC([C@H]1N(CCC1)C([C@@H](NC(CCCCC1CCN(CC1)C(=O)OCC1=CC=CC=C1)C(=O)OCC)CCCCNC(=O)OC(C)(C)C)=O)=O (N-[Nα -[5-(1-benzyloxycarbonyl-4-piperidyl)-1-ethoxycarbonylpentyl]-Nε -tert-butoxycarbonyl-L-lysyl]-L-proline tert-butyl ester), Br.C(C)(=O)O (hydrogen bromide acetic acid), C(C)OCC (ethyl ether). The solvent is C(C)(=O)O (acetic acid). Run at time 1 hour. The product is C(C)OC(=O)C(CCCCC1CCNCC1)N[C@@H](CCCCN)C(=O)N1[C@H](C(=O)O)CCC1 (N-[Nα -[1-ethoxycarbonyl-5-(4-piperidyl)pentyl]-L-lysyl]-L-proline). Yield: 113.0%. As a reaction SMILES: C([O:5][C:6](=[O:54])[C@@H:7]1[CH2:11][CH2:10][CH2:9][N:8]1[C:12](=[O:53])[C@H:13]([CH2:41][CH2:42][CH2:43][CH2:44][NH:45]C(OC(C)(C)C)=O)[NH:14][CH:15]([C:36]([O:38][CH2:39][CH3:40])=[O:37])[CH2:16][CH2:17][CH2:18][CH2:19][CH:20]1[CH2:25][CH2:24][N:23](C(OCC2C=CC=CC=2)=O)[CH2:22][CH2:21]1)(C)(C)C.Br.C(O)(=O)C.C(OCC)C>C(O)(=O)C>[CH2:39]([O:38][C:36]([CH:15]([NH:14][C@H:13]([C:12]([N:8]1[CH2:9][CH2:10][CH2:11][C@H:7]1[C:6]([OH:54])=[O:5])=[O:53])[CH2:41][CH2:42][CH2:43][CH2:44][NH2:45])[CH2:16][CH2:17][CH2:18][CH2:19][CH:20]1[CH2:25][CH2:24][NH:23][CH2:22][CH2:21]1)=[O:37])[CH3:40] |f:1.2|. Reported procedure: In 1 ml of acetic acid is dissovled 0.43 g of N-[Nα -[5-(1-benzyloxycarbonyl-4-piperidyl)-1-ethoxycarbonylpentyl]-Nε -tert-butoxycarbonyl-L-lysyl]-L-proline tert-butyl ester, and 2 ml of 30% hydrogen bromide-acetic acid solution is added to the solution, followed by standing at room temperature for 1 hour. 50 ml of ethyl ether is added to the reaction solution, followed by shaking, and the supernatant layer is removed by decantation. The precipitate is collected and dried under reduced pressure ... Reactants: O (water), CCOCC (ether), CC1(OB(OC1(C)C)C1=CC=C(OCCO)C=C1)C (2-[4-(4,4,5,5-Tetramethyl-[1,3,2]dioxaborolane-2-yl)phenoxy]-ethanol), Cl (hydrochloric acid), BrC=1C=C(C=C(C1)Br)O (3,5-Dibromophenol), sodium metaborate-tetrahydrate, O (water), palladium(dppf). Run in C1CCOC1 (THF). Yields the product OCCOC1=CC=C(C=C1)C1=CC(=CC(=C1)O)C1=CC=C(C=C1)OCCO (4,4″-Bis-(2-hydroxy-ethoxy)-[1,1′;3′,1″]terphenyl-5′-ol). As a reaction SMILES: CC1(C)C(C)(C)OB([C:9]2[CH:18]=[CH:17][C:12]([O:13][CH2:14][CH2:15][OH:16])=[CH:11][CH:10]=2)O1.Br[C:21]1[CH:22]=[C:23]([OH:28])[CH:24]=[C:25](Br)[CH:26]=1.[OH2:29].Cl.[CH3:31][CH2:32][O:33][CH2:34][CH3:35]>C1COCC1>[OH:29][CH2:31][CH2:32][O:33][C:34]1[CH:11]=[CH:10][C:9]([C:21]2[CH:22]=[C:23]([OH:28])[CH:24]=[C:25]([C:9]3[CH:10]=[CH:11][C:12]([O:13][CH2:14][CH2:15][OH:16])=[CH:17][CH:18]=3)[CH:26]=2)=[CH:18][CH:35]=1. Procedure details: 11.0 g (41.6 mmol) 2-[4-(4,4,5,5-Tetramethyl-[1,3,2]dioxaborolane-2-yl)phenoxy]-ethanol, 5.25 g (20.8 mmol) 3,5-Dibromophenol and 34.4 g (125 mmol) sodium metaborate-tetrahydrate are suspended in 60 ml THF and 60 ml water and 1.36 g (2 mmol) palladium(dppf) are added. The mixture is heated overnight at reflux. After addition of 100 ml water and 100 ml MTB ether the mixture is acidified with 2M hydrochloric acid. The organic layer is separated and the aqueous layer is extracted three times with M...